Dataset: the Open Reaction Database (ORD), a public repository of structured organic reaction records. Task: describe an organic reaction: reactants, conditions, products, and yield Reactants: B(Br)(Br)Br (boron tribromide), Cl.C(C)OC(=O)C=1CN(CCC1O)CC1=CC2=C1C=C(C=C2)OC (4-hydroxy-1-[(5-methoxybenzocyclobuten-1-yl)methyl]-1,2,5,6-tetrahydro-pyridine-3-carboxylic acid ethyl ester hydrochloride), ClCCl (dichloromethane). The solvent is C(C)O (ethanol). Reaction conditions: time 30 minute. Yields the product Br.C(C)OC(=O)C=1CN(CCC1O)CC1=CC2=C1C=C(C=C2)O (4-hydroxy-1-[(5-hydroxybenzocyclobuten-1-yl)methyl]-1,2,5,6-tetrahydro-pyridine-3-carboxylic acid ethyl ester hydrobromide), Br.C(C)OC(=O)C1CN(CCC1=O)CC1=CC2=C1C=C(C=C2)O (1-[(5-hydroxybenzocyclobuten-1-yl)methyl]-4-oxo-piperidine-3-carboxylic acid ethyl ester hydrobromide). Reaction SMILES: Cl.[CH2:2]([O:4][C:5]([C:7]1[CH2:8][N:9]([CH2:14][C:15]2[C:18]3[CH:19]=[C:20]([O:23]C)[CH:21]=[CH:22][C:17]=3[CH:16]=2)[CH2:10][CH2:11][C:12]=1[OH:13])=[O:6])[CH3:3].ClCCl.B(Br)(Br)[Br:29]>C(O)C>[BrH:29].[CH2:2]([O:4][C:5]([C:7]1[CH2:8][N:9]([CH2:14][C:15]2[C:18]3[CH:19]=[C:20]([OH:23])[CH:21]=[CH:22][C:17]=3[CH:16]=2)[CH2:10][CH2:11][C:12]=1[OH:13])=[O:6])[CH3:3].[BrH:29].[CH2:2]([O:4][C:5]([CH:7]1[C:12](=[O:13])[CH2:11][CH2:10][N:9]([CH2:14][C:15]2[C:18]3[CH:19]=[C:20]([OH:23])[CH:21]=[CH:22][C:17]=3[CH:16]=2)[CH2:8]1)=[O:6])[CH3:3] |f:0.1,5.6,7.8|. Reported procedure: 2 g (5.7 mmol) of 4-hydroxy-1-[(5-methoxybenzocyclobuten-1-yl)methyl]-1,2,5,6-tetrahydro-pyridine-3-carboxylic acid ethyl ester hydrochloride are introduced, at -80° C. under argon, into 80 ml of dichloromethane. While stirring, 1.08 ml (11.3 mmol) of boron tribromide are metered in. After 30 minutes at -80° C., the reaction mixture is gradually heated to +5° C. over a period of 2 hours while stirring. 40 ml of ethanol are then cautiously added and the whole is subsequently concentrated under a ... Procedure: The compound was synthesized starting from benzimidazol-5-amine (133 mg; 1 mmol; 1 eq.), benzo[c][1,2,5]thiadiazol-5-yl-methylbromide (504 mg; 2.2 mmol; 2.2 eq.) and K2CO3 (304 mg; 2.2 mmol; 2.2 eq.) according to method 5; Yield: 0.128 mg (29.8%); MS m/z: 430.4 [M+H]+; 1H-NMR (500 MHz, DMSO d6): δ 5.01 (s, 4H); 6.78 (br s, 1H); 6.82-6.84 (m, 1H); 7.39-7.41 (m, 1H); 7.71-7.73 (m, 2H); 7.88 (s, 1H); 7.90 (s, 2H); 8.06-8.08 (m, 2H); 11.85 (br s, 1H); HPLC (METHOD [A]): rt 14.11 min (98.9%) As a reaction SMILES: [N:1]1[C:5]2[CH:6]=[CH:7][C:8]([NH2:10])=[CH:9][C:4]=2[NH:3][CH:2]=1.[N:11]1[S:12][N:13]=[C:14]2[CH:19]=[C:18]([CH2:20]Br)[CH:17]=[CH:16][C:15]=12.C([O-])([O-])=O.[K+].[K+]>>[N:11]1[S:12][N:13]=[C:14]2[CH:19]=[C:18]([CH2:20][N:10]([CH2:20][C:18]3[CH:17]=[CH:16][C:15]4=[N:11][S:12][N:13]=[C:14]4[CH:19]=3)[C:8]3[CH:7]=[CH:6][C:5]4[NH:1][CH:2]=[N:3][C:4]=4[CH:9]=3)[CH:17]=[CH:16][C:15]=12 |f:2.3.4|. Starting materials: N1=CNC2=C1C=CC(=C2)N (benzimidazol-5-amine), N=1SN=C2C1C=CC(=C2)CBr (benzo[c][1,2,5]thiadiazol-5-yl-methylbromide), C(=O)([O-])[O-].[K+].[K+] (K2CO3). Yields the product N=1SN=C2C1C=CC(=C2)CN(C2=CC1=C(NC=N1)C=C2)CC2=CC=1C(=NSN1)C=C2 (N,N-Bis-((benzo[c][1,2,5]thiadiazol-5-yl)methyl)-1H-benzo[d]imidazol-5-amine). The reactants are C(CCC)NCC(=O)NC=1C(=CC(=C(C1)NS(=O)(=O)C)OC1=CC=CC=C1)[N+](=O)[O-] (N-[5-(n-butylaminoacetylamino)-4-nitro-2-phenoxyphenyl]methanesulfonamide), Cl (hydrochloric acid). Solvent: CC(=O)C (acetone). Conditions: time 15 minute. Product: Cl.C(CCC)NCC(=O)NC=1C(=CC(=C(C1)NS(=O)(=O)C)OC1=CC=CC=C1)[N+](=O)[O-] (N-[5-(n-butylaminoacetylamino)-4-nitro-2-phenoxyphenyl]methanesulfonamide hydrochloride). As a reaction SMILES: [CH2:1]([NH:5][CH2:6][C:7]([NH:9][C:10]1[C:11]([N+:28]([O-:30])=[O:29])=[CH:12][C:13]([O:21][C:22]2[CH:27]=[CH:26][CH:25]=[CH:24][CH:23]=2)=[C:14]([NH:16][S:17]([CH3:20])(=[O:19])=[O:18])[CH:15]=1)=[O:8])[CH2:2][CH2:3][CH3:4].[ClH:31]>CC(C)=O>[ClH:31].[CH2:1]([NH:5][CH2:6][C:7]([NH:9][C:10]1[C:11]([N+:28]([O-:30])=[O:29])=[CH:12][C:13]([O:21][C:22]2[CH:23]=[CH:24][CH:25]=[CH:26][CH:27]=2)=[C:14]([NH:16][S:17]([CH3:20])(=[O:19])=[O:18])[CH:15]=1)=[O:8])[CH2:2][CH2:3][CH3:4] |f:3.4|. Reported procedure: To 15 ml of an acetone solution containing 0.30 g of N-[5-(n-butylaminoacetylamino)-4-nitro-2-phenoxyphenyl]methanesulfonamide obtained by the procedure of Example 1 was added 0.06 ml of 12N hydrochloric acid, followed by stirring for 15 minutes. The precipitate was collected by filtration and washed with acetone to give 0.24 g of N-[5-(n-butylaminoacetylamino)-4-nitro-2-phenoxyphenyl]methanesulfonamide hydrochloride as yellow crystals.